From a dataset of the Open Reaction Database (ORD), a public repository of structured organic reaction records. describe an organic reaction: reactants, conditions, products, and yield Reaction SMILES: [C:13]([CH:14]=[CH:15][c:16]1[cH:17][cH:18][cH:19][cH:20][cH:21]1)(=[O:22])[Cl:23].[ClH:24].[F:1][c:2]1[c:3]([C:4](=[O:5])[NH2:6])[cH:7][cH:8][cH:9][cH:10]1.[H-:11].[Na+:12].[O:25]1[CH2:26][CH2:27][CH2:28][CH2:29]1>>[F:1][c:2]1[c:3]([C:4](=[O:5])[NH:6][C:13]([CH:14]=[CH:15][c:16]2[cH:17][cH:18][cH:19][cH:20][cH:21]2)=[O:22])[cH:7][cH:8][cH:9][cH:10]1. Starting materials: O=C(Cl)C=Cc1ccccc1, Cl, NC(=O)c1ccccc1F, [H-], [Na+], C1CCOC1. The product is O=C(C=Cc1ccccc1)NC(=O)c1ccccc1F. Run in C(C)(=O)OCC (ethyl acetate), C(C)(=O)OCC (ethyl acetate). Yield: 44.0%. Reactants: resultant mixture, C(=O)NC1[C@@H]2N(C(C(=CS2)C=C(Br)Br)C(=O)OC(C2=CC=CC=C2)C2=CC=CC=C2)C1=O (benzhydryl 7-formamido-3-(2,2-dibromovinyl)-2-cephem-4-carboxylate), ClC1=CC(=CC=C1)C(=O)OO (m-chloroperbenzoic acid). Procedure details: To a solution of benzhydryl 7-formamido-3-(2,2-dibromovinyl)-2-cephem-4-carboxylate (4.2 g) in ethyl acetate (42 ml) was added a solution of m-chloroperbenzoic acid (1.72 g) in ethyl acetate at -20° to -10° C. and the resultant mixture was stirred at -10° C. for 45 minutes. The precipitates were collected by filtration to give benzhydryl 7-formamido-3-(2,2-dibromovinyl)-3-cephem-4-carboxylate-1-oxide (1.9 g). RXN SMILES: [CH:1]([NH:3][CH:4]1[C:31](=[O:32])[N:6]2[CH:7]([C:15]([O:17][CH:18]([C:25]3[CH:30]=[CH:29][CH:28]=[CH:27][CH:26]=3)[C:19]3[CH:24]=[CH:23][CH:22]=[CH:21][CH:20]=3)=[O:16])[C:8]([CH:11]=[C:12]([Br:14])[Br:13])=[CH:9][S:10][C@H:5]12)=[O:2].ClC1C=CC=C(C(OO)=[O:41])C=1>C(OCC)(=O)C>[CH:1]([NH:3][CH:4]1[C:31](=[O:32])[N:6]2[C:7]([C:15]([O:17][CH:18]([C:19]3[CH:20]=[CH:21][CH:22]=[CH:23][CH:24]=3)[C:25]3[CH:26]=[CH:27][CH:28]=[CH:29][CH:30]=3)=[O:16])=[C:8]([CH:11]=[C:12]([Br:13])[Br:14])[CH2:9][S:10](=[O:41])[C@H:5]12)=[O:2]. Yields the product C(=O)NC1[C@@H]2N(C(=C(CS2=O)C=C(Br)Br)C(=O)OC(C2=CC=CC=C2)C2=CC=CC=C2)C1=O (benzhydryl 7-formamido-3-(2,2-dibromovinyl)-3-cephem-4-carboxylate-1-oxide). The reactants are C(C)(C)(C)OC(C=C)=O (t-butylacrylate), C(C=C)(=O)O (acrylic acid), OCCOC(C(=C)C)=O (2-hydroxyethylmethacrylate), CC(COC)OC(=O)C (PGMEA). Reagents/catalysts: CC(C)(C#N)N=NC(C)(C)C#N (AIBN). Yields the product C(C)(C)(C)OC(C=C)=O.C(C=C)(=O)O.OCCOC(C(=C)C)=O (t-butylacrylate acrylic acid 2-hydroxyethylmethacrylate). Yield: 210.1%. As a reaction SMILES: [C:1]([O:5][C:6](=[O:9])[CH:7]=[CH2:8])([CH3:4])([CH3:3])[CH3:2].[C:10]([OH:14])(=[O:13])[CH:11]=[CH2:12].[OH:15][CH2:16][CH2:17][O:18][C:19](=[O:23])[C:20]([CH3:22])=[CH2:21].CC(OC(C)=O)COC>CC(N=NC(C#N)(C)C)(C#N)C>[C:1]([O:5][C:6](=[O:9])[CH:7]=[CH2:8])([CH3:4])([CH3:3])[CH3:2].[C:10]([OH:14])(=[O:13])[CH:11]=[CH2:12].[OH:15][CH2:16][CH2:17][O:18][C:19](=[O:23])[C:20]([CH3:22])=[CH2:21] |f:5.6.7|. Procedure details: 12 g of t-butylacrylate, 5 g of acrylic acid, 3 g of 2-hydroxyethylmethacrylate and 0.4 g of AIBN were added to 200 g of PGMEA, and were then polymerized at 60° C. for 8 hours. After completion of the polymerization, the mixture was precipitated in ether, filtered, and dried in vacuo to yield 16 g of t-butylacrylate-acrylic acid-2-hydroxyethylmethacrylate copolymer, as a white solid, represented by Formula 2 below: The reactants are [Br-], Cc1ccccc1C(=O)CBr, CCCC[N+](CCCC)(CCCC)CCCC, Cc1ccccc1, Cl, [Na+], CC(C)=CCN1CC(NC(=O)OC(C)(C)C)C(=O)Nc2cc(C)ccc21, [OH-]. The product is CC(C)=CCN1CC(NC(=O)OC(C)(C)C)C(=O)N(CC(=O)c2ccccc2C)c2cc(C)ccc21. As a reaction SMILES: [Br-:48].[Br:27][CH2:28][C:29](=[O:30])[c:31]1[c:32]([CH3:37])[cH:33][cH:34][cH:35][cH:36]1.[CH2:49]([N+:50]([CH2:51][CH2:52][CH2:53][CH3:54])([CH2:55][CH2:56][CH2:57][CH3:58])[CH2:59][CH2:60][CH2:61][CH3:62])[CH2:63][CH2:64][CH3:65].[CH3:41][c:42]1[cH:43][cH:44][cH:45][cH:46][cH:47]1.[ClH:40].[Na+:39].[O:1]=[C:2]1[CH:3]([NH:19][C:20](=[O:21])[O:22][C:23]([CH3:24])([CH3:25])[CH3:26])[CH2:4][N:5]([CH2:14][CH:15]=[C:16]([CH3:17])[CH3:18])[c:6]2[c:7]([cH:9][c:10]([CH3:13])[cH:11][cH:12]2)[NH:8]1.[OH-:38]>>[O:1]=[C:2]1[CH:3]([NH:19][C:20](=[O:21])[O:22][C:23]([CH3:24])([CH3:25])[CH3:26])[CH2:4][N:5]([CH2:14][CH:15]=[C:16]([CH3:17])[CH3:18])[c:6]2[c:7]([cH:9][c:10]([CH3:13])[cH:11][cH:12]2)[N:8]1[CH2:28][C:29](=[O:30])[c:31]1[c:32]([CH3:37])[cH:33][cH:34][cH:35][cH:36]1. Starting materials: CCCOC(C)Oc1ccc(OB([O-])[O-])cc1, COC(=O)C1=Cc2cc(Br)ccc2NCC1, O=C([O-])[O-], CCO, Cc1ccccc1, [K+], [K+], O. The product is CCCOC(C)Oc1ccc(-c2ccc3c(c2)C=C(C(=O)OC)CCN3)cc1. As a reaction SMILES: [B:20]([O-:21])([O-:35])[O:36][c:22]1[cH:23][cH:24][c:25]([O:28][CH:29]([CH3:30])[O:31][CH2:32][CH2:33][CH3:34])[cH:26][cH:27]1.[Br:4][c:5]1[cH:6][cH:7][c:8]2[c:9]([cH:19]1)[CH:10]=[C:11]([C:15](=[O:16])[O:17][CH3:18])[CH2:12][CH2:13][NH:14]2.[C:37](=[O:38])([O-:39])[O-:40].[CH3:1][CH2:2][OH:3].[CH3:43][c:44]1[cH:45][cH:46][cH:47][cH:48][cH:49]1.[K+:41].[K+:42].[OH2:50]>>[c:5]1(-[c:22]2[cH:23][cH:24][c:25]([O:28][CH:29]([CH3:30])[O:31][CH2:32][CH2:33][CH3:34])[cH:26][cH:27]2)[cH:6][cH:7][c:8]2[c:9]([cH:19]1)[CH:10]=[C:11]([C:15](=[O:16])[O:17][CH3:18])[CH2:12][CH2:13][NH:14]2. Starting materials: CC=1C=C(C=NC1)NC([O-])=O (5-methylpyridin-3-ylcarbamate), steel. Reagents/catalysts: [Rh] (Rhodium), [Pt](=O)=O (Platinum(IV) oxide). Solvent: C(C)(=O)O (acetic Acid). Reaction conditions: time 48 hour. Yields the product C[C@@H]1C[C@@H](CNC1)NC(OC(C)(C)C)=O (cis-(+/−)-tert-butyl 5-methylpiperidin-3-ylcarbamate). Reaction SMILES: [CH3:1][C:2]1[CH:3]=[C:4]([NH:8][C:9](=[O:11])[O-:10])[CH:5]=[N:6][CH:7]=1>C(O)(=O)C.[Rh].[Pt](=O)=O>[CH3:1][C@H:2]1[CH2:7][NH:6][CH2:5][C@@H:4]([NH:8][C:9](=[O:10])[O:11][C:2]([CH3:3])([CH3:7])[CH3:1])[CH2:3]1. Reported procedure: To a solution of 5-methylpyridin-3-ylcarbamate (3 g, 14 mmol) in glacial acetic Acid (50 mL) was added 5% Rhodium on active carbon (0.5 g) and Platinum(IV) oxide (0.5 g) in the hydrogenation steel bomb. The mixture was sealed and hydrogenated at 200 psi and 70° C. for 48 h. the mixture was filtered through Celite and concentrated to give cis-(+/−)-tert-butyl 5-methylpiperidin-3-ylcarbamate. LCMS (m/z): 215.1 (MH+). Starting materials: [BH4-], CCO, CCOC(=O)Cn1cnc(-c2cc3nccc(Oc4ccc([N+](=O)[O-])cc4F)c3s2)c1, [Na+], Cl[Ni]Cl, O, O, O, O, O, O. The product is CCOC(=O)Cn1cnc(-c2cc3nccc(Oc4ccc(N)cc4F)c3s2)c1. As a reaction SMILES: [BH4-:32].[CH3:34][CH2:35][OH:36].[F:1][c:2]1[c:3]([O:4][c:5]2[c:6]3[c:7]([n:8][cH:9][cH:10]2)[cH:11][c:12](-[c:14]2[n:15][cH:16][n:17]([CH2:19][C:20](=[O:21])[O:22][CH2:23][CH3:24])[cH:18]2)[s:13]3)[cH:25][cH:26][c:27]([N+:29]([O-:30])=[O:31])[cH:28]1.[Na+:33].[Ni:43]([Cl:44])[Cl:45].[OH2:37].[OH2:38].[OH2:39].[OH2:40].[OH2:41].[OH2:42]>>[F:1][c:2]1[c:3]([O:4][c:5]2[c:6]3[c:7]([n:8][cH:9][cH:10]2)[cH:11][c:12](-[c:14]2[n:15][cH:16][n:17]([CH2:19][C:20](=[O:21])[O:22][CH2:23][CH3:24])[cH:18]2)[s:13]3)[cH:25][cH:26][c:27]([NH2:29])[cH:28]1.